This data is from the Open Reaction Database (ORD), a public repository of structured organic reaction records. The task is: describe an organic reaction: reactants, conditions, products, and yield Reactants: C[Al](C)C, Cc1ccccc1, ClCCl, Cl, N#CC(OCC1(N)c2cc(Br)ccc2Oc2cnc(Cl)cc21)C1CCCCC1. Yields the product NC1=NC2(COC1C1CCCCC1)c1cc(Br)ccc1Oc1cnc(Cl)cc12. RXN SMILES: [CH3:1][Al:2]([CH3:3])[CH3:4].[CH3:5][c:6]1[cH:7][cH:8][cH:9][cH:10][cH:11]1.[Cl:41][CH2:42][Cl:43].[ClH:40].[NH2:12][C:13]1([CH2:29][O:30][CH:31]([C:32]#[N:33])[CH:34]2[CH2:35][CH2:36][CH2:37][CH2:38][CH2:39]2)[c:14]2[cH:15][c:16]([Br:28])[cH:17][cH:18][c:19]2[O:20][c:21]2[cH:22][n:23][c:24]([Cl:27])[cH:25][c:26]21>>[N:12]1=[C:32]([NH2:33])[CH:31]([CH:34]2[CH2:35][CH2:36][CH2:37][CH2:38][CH2:39]2)[O:30][CH2:29][C:13]12[c:14]1[cH:15][c:16]([Br:28])[cH:17][cH:18][c:19]1[O:20][c:21]1[cH:22][n:23][c:24]([Cl:27])[cH:25][c:26]12. The reactants are Br, COCCn1c(=N)sc2ccccc21, O=C(O)c1ccccc1Cc1ccccc1. The product is COCCn1c(=NC(=O)c2ccccc2Cc2ccccc2)sc2ccccc21. Reaction SMILES: [BrH:1].[CH3:2][O:3][CH2:4][CH2:5][n:6]1[c:7](=[NH:15])[s:8][c:9]2[c:10]1[cH:11][cH:12][cH:13][cH:14]2.[c:16]1([CH2:22][c:23]2[c:24]([C:29](=[O:30])[OH:31])[cH:25][cH:26][cH:27][cH:28]2)[cH:17][cH:18][cH:19][cH:20][cH:21]1>>[CH3:2][O:3][CH2:4][CH2:5][n:6]1[c:7](=[N:15][C:29]([c:24]2[c:23]([CH2:22][c:16]3[cH:17][cH:18][cH:19][cH:20][cH:21]3)[cH:28][cH:27][cH:26][cH:25]2)=[O:30])[s:8][c:9]2[c:10]1[cH:11][cH:12][cH:13][cH:14]2. Starting materials: Cl (hydrochloric acid), C(#N)C(C(C)=O)C1=C(C=C(C=C1)OC)Cl (1-cyano-1-(2-chloro-4-methoxyphenyl)propan-2-on), aqueous solution, O.NN (hydrazine hydrate). The solvent is C1(=CC=CC=C1)C (toluene), C(C)(=O)O (acetic acid). Run at temperature 50 celsius, time 7 hour. Product: NC1=C(C(=NN1)C)C1=C(C=C(C=C1)OC)Cl (5-amino-3-methyl-4-(2-chloro-4-methoxyphenyl)pyrazole). As a reaction SMILES: [C:1]([CH:3]([C:7]1[CH:12]=[CH:11][C:10]([O:13][CH3:14])=[CH:9][C:8]=1[Cl:15])[C:4](=O)[CH3:5])#[N:2].O.[NH2:17][NH2:18].Cl>C1(C)C=CC=CC=1.C(O)(=O)C>[NH2:2][C:1]1[NH:18][N:17]=[C:4]([CH3:5])[C:3]=1[C:7]1[CH:12]=[CH:11][C:10]([O:13][CH3:14])=[CH:9][C:8]=1[Cl:15] |f:1.2|. Procedure: Under argon gas atmosphere, to a solution of the compound prepared in Example 1 (38.7 g) in toluene, acetic acid (14.5 mL) and 60% aqueous solution of hydrazine hydrate (17.7 mL) were sequentially added at 10 to 30° C. of internal temperature. The mixture was stirred for 7 hours at 45 to 55° C. of internal temperature. To the reaction solution cooled to 10 to 30° C. of internal temperature, 2 mol/L hydrochloric acid was added and then the mixture was separated. The aqueous layer was adjusted to ... Starting materials: CC(C)(C)OC(=O)N1CCC(COS(C)(=O)=O)CC1, NO, CCCCC(N)CO. Product: CCCCC(N)COCC1CCN(C(=O)OC(C)(C)C)CC1. As a reaction SMILES: [C:3]([CH3:4])([CH3:5])([CH3:6])[O:7][C:8](=[O:9])[N:10]1[CH2:11][CH2:12][CH:13]([CH2:16][O:17][S:18]([CH3:19])(=[O:20])=[O:21])[CH2:14][CH2:15]1.[NH2:1][OH:2].[NH2:22][CH:23]([CH2:24][CH2:25][CH2:26][CH3:27])[CH2:28][OH:29]>>[C:3]([CH3:4])([CH3:5])([CH3:6])[O:7][C:8](=[O:9])[N:10]1[CH2:11][CH2:12][CH:13]([CH2:16][O:17][CH2:28][CH:23]([NH2:22])[CH2:24][CH2:25][CH2:26][CH3:27])[CH2:14][CH2:15]1. The reactants are CSSC, O=C(O)c1ccc(Cl)c(F)c1, Cl, C1CCOC1. The product is CSc1c(C(=O)O)ccc(Cl)c1F. RXN SMILES: [CH3:12][S:13][S:14][CH3:15].[Cl:1][c:2]1[c:3]([F:11])[cH:4][c:5]([C:6](=[O:7])[OH:8])[cH:9][cH:10]1.[ClH:16].[O:17]1[CH2:18][CH2:19][CH2:20][CH2:21]1>>[Cl:1][c:2]1[c:3]([F:11])[c:4]([S:13][CH3:12])[c:5]([C:6](=[O:7])[OH:8])[cH:9][cH:10]1. Starting materials: NCC1=CC=C(C=C1)N\C(\C1=CC=CC=C1)=C\1/C(NC2=CC=CC=C12)=O ((Z)-3-{1-[4-(aminomethyl)phenylamino]-1-phenyl-methylidene}-2-indolinone), C(C)(C)(C)OC(=O)NCC(=O)O (N-tert.butoxycarbonyl-glycine), CN(C)C(=[N+](C)C)ON1C2=C(C=CC=C2)N=N1.[B-](F)(F)(F)F (TBTU), C=1C=CC2=C(C1)N=NN2O (HOBt), C(C)N(C(C)C)C(C)C (N-ethyl-N,N-diisopropylamine). Solvent: CN(C)C=O (DMF). Product: C(C)(C)(C)OC(=O)NCC(=O)NCC1=CC=C(C=C1)N\C(\C1=CC=CC=C1)=C\1/C(NC2=CC=CC=C12)=O ((Z)-3-[1-(4-tert.butoxycarbonylaminomethylcarbonylaminomethyl-phenylamino)-1-phenyl-methylidene}-2-indolinone). As a reaction SMILES: [NH2:1][CH2:2][C:3]1[CH:8]=[CH:7][C:6]([NH:9]/[C:10](=[C:17]2\[C:18](=[O:26])[NH:19][C:20]3[C:25]\2=[CH:24][CH:23]=[CH:22][CH:21]=3)/[C:11]2[CH:16]=[CH:15][CH:14]=[CH:13][CH:12]=2)=[CH:5][CH:4]=1.[C:27]([O:31][C:32]([NH:34][CH2:35][C:36](O)=[O:37])=[O:33])([CH3:30])([CH3:29])[CH3:28].CN(C(ON1N=NC2C=CC=CC1=2)=[N+](C)C)C.[B-](F)(F)(F)F.C1C=CC2N(O)N=NC=2C=1.C(N(C(C)C)C(C)C)C>CN(C=O)C>[C:27]([O:31][C:32]([NH:34][CH2:35][C:36]([NH:1][CH2:2][C:3]1[CH:4]=[CH:5][C:6]([NH:9]/[C:10](=[C:17]2\[C:18](=[O:26])[NH:19][C:20]3[C:25]\2=[CH:24][CH:23]=[CH:22][CH:21]=3)/[C:11]2[CH:16]=[CH:15][CH:14]=[CH:13][CH:12]=2)=[CH:7][CH:8]=1)=[O:37])=[O:33])([CH3:30])([CH3:29])[CH3:28] |f:2.3|. Reported procedure: Prepared analogously to Example 18 from (Z)-3-{1-[4-(aminomethyl)phenylamino]-1-phenyl-methylidene}-2-indolinone, N-tert.butoxycarbonyl-glycine, TBTU, HOBt and N-ethyl-N,N-diisopropylamine in DMF. The reactants are FC(S(=O)(=O)O)(F)F.CN(CCNC(=O)C=1C=C(C(=O)OC)C=C(C1)OS(=O)(=O)C(F)(F)F)C (Methyl 3-[(2-dimethylaminoethyl)carbamoyl]-5-trifluromethylsulfonyloxybenzoate trifluoromethanesulfonate). Solvent: C(C)(=O)OCC (ethyl acetate), O (water). Yields the product CN(CCNC(=O)C=1C=C(C(=O)OC)C=C(C1)OS(=O)(=O)C(F)(F)F)C (methyl 3-[(2-dimethylaminoethyl)carbamoyl]-5-trifluoromethylsulfonyloxvbenzoate). Isolated yield 108.2%. As a reaction SMILES: FC(F)(F)S(O)(=O)=O.[CH3:9][N:10]([CH3:34])[CH2:11][CH2:12][NH:13][C:14]([C:16]1[CH:17]=[C:18]([CH:23]=[C:24]([O:26][S:27]([C:30]([F:33])([F:32])[F:31])(=[O:29])=[O:28])[CH:25]=1)[C:19]([O:21][CH3:22])=[O:20])=[O:15]>C(OCC)(=O)C.O>[CH3:34][N:10]([CH3:9])[CH2:11][CH2:12][NH:13][C:14]([C:16]1[CH:17]=[C:18]([CH:23]=[C:24]([O:26][S:27]([C:30]([F:33])([F:32])[F:31])(=[O:28])=[O:29])[CH:25]=1)[C:19]([O:21][CH3:22])=[O:20])=[O:15] |f:0.1|. Procedure details: Methyl 3-[(2-dimethylaminoethyl)carbamoyl]-5-trifluromethylsulfonyloxybenzoate trifluoromethanesulfonate (1.45 g) was dissolved in ethyl acetate (150 ml) and to the mixture water (50 ml) was added. The mixture was adjusted to pH 9 and two layers were separated. The organic layer was washed with brine, dried over magnesium sulfate and evaporated in vacuo to give methyl 3-[(2-dimethylaminoethyl)carbamoyl]-5-trifluoromethylsulfonyloxvbenzoate (1.14 g).